This data is from the Open Reaction Database (ORD), a public repository of structured organic reaction records. The task is: describe an organic reaction: reactants, conditions, products, and yield Yield: 72.0%. Reactants: example 1 ( b ), C1(CCCC1)OC1=C(C(=O)O)C=C(C=C1)S(NC)(=O)=O (2-cyclopentyloxy-5-methylsulfamoyl-benzoic acid), C1(=CC=CC=C1)C1=NSC(=N1)N1CCNCC1 (3-phenyl-5-piperazino-1,2,4-thiadiazole). Reaction SMILES: [CH:1]1([O:6][C:7]2[CH:15]=[CH:14][C:13]([S:16](=[O:20])(=[O:19])[NH:17][CH3:18])=[CH:12][C:8]=2[C:9]([OH:11])=O)[CH2:5][CH2:4][CH2:3][CH2:2]1.[C:21]1([C:27]2[N:31]=[C:30]([N:32]3[CH2:37][CH2:36][NH:35][CH2:34][CH2:33]3)[S:29][N:28]=2)[CH:26]=[CH:25][CH:24]=[CH:23][CH:22]=1>>[CH:1]1([O:6][C:7]2[CH:15]=[CH:14][C:13]([S:16]([NH:17][CH3:18])(=[O:20])=[O:19])=[CH:12][C:8]=2[C:9]([N:35]2[CH2:36][CH2:37][N:32]([C:30]3[S:29][N:28]=[C:27]([C:21]4[CH:26]=[CH:25][CH:24]=[CH:23][CH:22]=4)[N:31]=3)[CH2:33][CH2:34]2)=[O:11])[CH2:2][CH2:3][CH2:4][CH2:5]1. Yields the product C1(CCCC1)OC1=C(C=C(C=C1)S(=O)(=O)NC)C(=O)N1CCN(CC1)C1=NC(=NS1)C1=CC=CC=C1 (4-Cyclopentyloxy-N-methyl-3-[4-(3-phenyl-[1,2,4]thiadiazol-5-yl)-piperazine-1-carbonyl]-benzenesulfonamide). Procedure: Prepared in analogy to example 1 (b) from 2-cyclopentyloxy-5-methylsulfamoyl-benzoic acid (Example A29) and 3-phenyl-5-piperazino-1,2,4-thiadiazole. The crude material was purified by chromatography (SiO2, methanol/dichloromethane) to yield the title compound as an off-white solid (yield 72%). MS (m/e): 528.5 (M+H+, 100%). Reactants: FC(C=1C(=NC=CC1)N1CCC(=CC1)C(=O)OC)(F)F (Methyl 3′-(trifluoromethyl)-3,6-dihydro-2H-1,2′-bipyridine-4-carboxylate), [OH-].[Na+] (NaOH), [OH-].[Na+] (NaOH), [OH-].[Na+] (NaOH). The solvent is C1CCOC1 (THF), O (water). Conditions: time 2 hour. Yields the product FC(C=1C(=NC=CC1)N1CCC(=CC1)C(=O)O)(F)F (3′-(trifluoromethyl)-3,6-dihydro-2H-1,2′-bipyridine-4-carboxylic acid). As a reaction SMILES: [F:1][C:2]([F:20])([F:19])[C:3]1[C:4]([N:9]2[CH2:14][CH:13]=[C:12]([C:15]([O:17]C)=[O:16])[CH2:11][CH2:10]2)=[N:5][CH:6]=[CH:7][CH:8]=1.[OH-].[Na+]>C1COCC1.O>[F:19][C:2]([F:1])([F:20])[C:3]1[C:4]([N:9]2[CH2:10][CH:11]=[C:12]([C:15]([OH:17])=[O:16])[CH2:13][CH2:14]2)=[N:5][CH:6]=[CH:7][CH:8]=1 |f:1.2|. Reported procedure: Methyl 3′-(trifluoromethyl)-3,6-dihydro-2H-1,2′-bipyridine-4-carboxylate (15 mL) in THF (30 mL) was treated with 1N NaOH (27 mL) and stirred for 2 hours. The mixture was treated with additional 1N NaOH (16 mL), stirred for 1 hour, treated with 1N NaOH (14.5 mL), and stirred for 1 hour. The mixture was diluted with water and extracted with CH2Cl2. The aqueous layer was then acidified with concentrated HCl and extracted with CHCl3. The organic layer was dried (Na2SO4), filtered, and the filtrate w... Procedure details: The RPlug reactor model of ASPEN PLUS® (Ver. 7.1) is used to model the plug flow reactor (PFR) for the reaction of styrene (A8) with methanol to form the methanol styrene ether (MSE) (i.e. 1-methoxyethylbenzene). Laboratory rate data of the reaction in xylene solvent shows an empirical relationship that is directly proportional to styrene concentration and inversely proportional to methanol concentration. It considers the effect of methanol adsorption to account for an enhanced rate at low metha... Starting materials: C(=CC1=CC=CC=C1)CO (styrene-methanol), CC1=CC=C(C=C)C=C1 (4-methylstyrene), CO (methanol). As a reaction SMILES: C([CH2:9][OH:10])=CC1C=CC=CC=1.[CH3:11][C:12]1[CH:19]=[CH:18][C:15]([CH:16]=[CH2:17])=[CH:14][CH:13]=1.CO>C1(C)C(C)=CC=CC=1>[CH3:9][O:10][CH:16]([C:15]1[CH:18]=[CH:19][C:12]([CH3:11])=[CH:13][CH:14]=1)[CH3:17]. Yields the product COC(C)C1=CC=C(C=C1)C (1-(4-methylphenyl)ethyl methyl ether). The solvent is C=1(C(=CC=CC1)C)C (xylene). Reaction SMILES: [F:1][C:2]1[CH:7]=[CH:6][C:5]([N:8]2[C:17]3[C:12](=[CH:13][CH:14]=[C:15]([C:18]4[CH:23]=[CH:22][N:21]=[CH:20][CH:19]=4)[CH:16]=3)[C:11](=[O:24])[C:10]([C:25]([NH2:27])=[O:26])=[CH:9]2)=[CH:4][CH:3]=1.[CH2:28]=O.[CH2:30]([NH:32][CH2:33][CH3:34])[CH3:31]>C(O)C>[CH2:30]([N:32]([CH2:28][NH:27][C:25]([C:10]1[C:11](=[O:24])[C:12]2[C:17](=[CH:16][C:15]([C:18]3[CH:23]=[CH:22][N:21]=[CH:20][CH:19]=3)=[CH:14][CH:13]=2)[N:8]([C:5]2[CH:4]=[CH:3][C:2]([F:1])=[CH:7][CH:6]=2)[CH:9]=1)=[O:26])[CH2:33][CH3:34])[CH3:31]. Run in C(C)O (ethanol). The product is C(C)N(CC)CNC(=O)C1=CN(C2=CC(=CC=C2C1=O)C1=CC=NC=C1)C1=CC=C(C=C1)F (N-(diethylaminomethyl)-1-(4-fluorophenyl)-1,4-dihydro-4-oxo-7-(4-pyridinyl)-3-quinolinecarboxamide). Starting materials: FC1=CC=C(C=C1)N1C=C(C(C2=CC=C(C=C12)C1=CC=NC=C1)=O)C(=O)N (1-(4-fluorophenyl)-1,4-di -hydro-4-oxo-7-(4-pyridinyl)-3-quinolinecarboxamide), C=O (formaldehyde), C(C)NCC (diethylamine). Reported procedure: A mixture of 2.2 g 1-(4-fluorophenyl)-1,4-di -hydro-4-oxo-7-(4-pyridinyl)-3-quinolinecarboxamide (Example 1h) and molar excess amounts of formaldehyde and diethylamine in 100 ml ethanol was heated at reflux for two days. The ethanol was removed and the residual product chromatographed on silica gel. The column was eluted with 10% isopropyl alcohol in chloroform; starting material was eluted first followed by fractions containing the desired N-diethylaminomethyl compound. The latter was recrystal... Reagents/catalysts: [Fe] (iron). Yields the product CC1=CC(=C(NCCCCCCCCC)C=C1)N (4-methyl-2-amino-N-nonylaniline). Starting materials: C(C)O (ethanol), Cl (hydrochloric acid), [OH-].[Na+] (sodium hydroxide), CC1=CC(=C(NCCCCCCCCC)C=C1)[N+](=O)[O-] (4-methyl-2-nitro-N-nonylaniline). Run at time 1 hour. Procedure details: A mixture of ethanol (1685 parts), water (210 parts), hydrochloric acid (density 1.18 g. ml.) (20 parts) and iron powder (820 parts) was stirred vigorously and boiled for 1 hour when an ethanolic (420 parts) solution of 4-methyl-2-nitro-N-nonylaniline (575 parts) was added during 30 minutes. The mixture was boiled for 15 hours when sodium hydroxide solution (density 1.35 g. ml.) (20 parts) were added and the mixture was filtered while still hot and the residue was washed with boiling ethanol. Af... Run in O (water). As a reaction SMILES: C(O)C.Cl.[CH3:5][C:6]1[CH:21]=[CH:20][C:9]([NH:10][CH2:11][CH2:12][CH2:13][CH2:14][CH2:15][CH2:16][CH2:17][CH2:18][CH3:19])=[C:8]([N+:22]([O-])=O)[CH:7]=1.[OH-].[Na+]>[Fe].O>[CH3:5][C:6]1[CH:21]=[CH:20][C:9]([NH:10][CH2:11][CH2:12][CH2:13][CH2:14][CH2:15][CH2:16][CH2:17][CH2:18][CH3:19])=[C:8]([NH2:22])[CH:7]=1 |f:3.4|. Reactants: CC1(C(NC(N1)=O)=O)C1=CC=CC=C1 (5-methyl-5-phenylimidazolidine-2,4-dione), C(CC)C1=C(C=CC=2C(=NOC21)C(F)(F)F)OCCCBr (7-propyl-3-(trifluoromethyl)-6-(3-bromopropyloxy)-1,2-benzisoxazole). Product: CC1(C(N(C(N1)=O)CCCOC1=C(C2=C(C(=NO2)C(F)(F)F)C=C1)CCC)=O)C1=CC=CC=C1 (rac-5-methyl-5-phenyl-3-(3-{[7-propyl-3-(trifluoromethyl)-1,2-benzisoxazol-6-yl]oxy}propyl)imidazolidine-2,4-dione). As a reaction SMILES: [CH3:1][C:2]1([C:9]2[CH:14]=[CH:13][CH:12]=[CH:11][CH:10]=2)[NH:6][C:5](=[O:7])[NH:4][C:3]1=[O:8].[CH2:15]([C:18]1[C:26]2[O:25][N:24]=[C:23]([C:27]([F:30])([F:29])[F:28])[C:22]=2[CH:21]=[CH:20][C:19]=1[O:31][CH2:32][CH2:33][CH2:34]Br)[CH2:16][CH3:17]>>[CH3:1][C:2]1([C:9]2[CH:10]=[CH:11][CH:12]=[CH:13][CH:14]=2)[NH:6][C:5](=[O:7])[N:4]([CH2:34][CH2:33][CH2:32][O:31][C:19]2[CH:20]=[CH:21][C:22]3[C:23]([C:27]([F:29])([F:30])[F:28])=[N:24][O:25][C:26]=3[C:18]=2[CH2:15][CH2:16][CH3:17])[C:3]1=[O:8]. Reported procedure: rac-5-Methyl-5-phenyl-3-(3-{[7-propyl-3-(trifluoromethyl)-1,2-benzisoxazol-6-yl]oxy}propyl)imidazolidine-2,4-dione was prepared as for Example 10 from 5-methyl-5-phenylimidazolidine-2,4-dione and the bromide from Example 7. After aqueous work-up and silica gel chromatography, the title compound was obtained.